Dataset: the Open Reaction Database (ORD), a public repository of structured organic reaction records. Task: describe an organic reaction: reactants, conditions, products, and yield The reactants are NC1=C(C(=NC(=C1)Cl)C(=O)OC)Cl (4-amino-3,6-dichloropyridine-2-carboxylic acid, methyl ester), FC1=C(C=CC(=C1OC)C)B(O)O (2-fluoro-3-methoxy-4-methylphenyl boronic acid), [F-].[Cs+] (cesium fluoride), dichlorobis(triphenylphosphine) palladium. Run in C(OC)COC (dimethoxyethane), O (water), O (water). The yield is 18.2%. Reported procedure: A solution of 4-amino-3,6-dichloropyridine-2-carboxylic acid, methyl ester (0.24 g, 1.1 mmol), 2-fluoro-3-methoxy-4-methylphenyl boronic acid (0.30 g, 1.63 mmol) and cesium fluoride (3.0 g, 3.26 mmole) in dimethoxyethane (2 mL) and water (2 mL) was purged with a stream of nitrogen for 15 minutes before adding dichlorobis(triphenylphosphine) palladium (0.07 g, 0.1 mmol) and then heated to 85° C. for 2 hours. The reaction mixture was diluted with water (15 mL) and extracted with ethyl acetate (2×1... Run at temperature 85 celsius. RXN SMILES: [NH2:1][C:2]1[CH:7]=[C:6](Cl)[N:5]=[C:4]([C:9]([O:11][CH3:12])=[O:10])[C:3]=1[Cl:13].[F:14][C:15]1[C:20]([O:21][CH3:22])=[C:19]([CH3:23])[CH:18]=[CH:17][C:16]=1B(O)O.[F-].[Cs+]>C(COC)OC.O>[NH2:1][C:2]1[CH:7]=[C:6]([C:16]2[CH:17]=[CH:18][C:19]([CH3:23])=[C:20]([O:21][CH3:22])[C:15]=2[F:14])[N:5]=[C:4]([C:9]([O:11][CH3:12])=[O:10])[C:3]=1[Cl:13] |f:2.3|. Product: NC1=C(C(=NC(=C1)C1=C(C(=C(C=C1)C)OC)F)C(=O)OC)Cl (4-amino-3-chloro-6-(2-fluoro-3-methoxy-4-methylphenyl)pyridine-2-carboxylic acid, methyl ester).